From a dataset of the Open Reaction Database (ORD), a public repository of structured organic reaction records. describe an organic reaction: reactants, conditions, products, and yield Reactants: BrB(Br)Br, ClCCl, COC(=O)c1sccc1NC(=O)c1cnc2ccccc2n1. Product: O=C(Nc1ccsc1C(=O)O)c1cnc2ccccc2n1. RXN SMILES: [B:23]([Br:24])([Br:25])[Br:26].[Cl:27][CH2:28][Cl:29].[n:1]1[c:2]([C:11](=[O:12])[NH:13][c:14]2[c:15]([C:19](=[O:20])[O:21][CH3:22])[s:16][cH:17][cH:18]2)[cH:3][n:4][c:5]2[cH:6][cH:7][cH:8][cH:9][c:10]12>>[n:1]1[c:2]([C:11](=[O:12])[NH:13][c:14]2[c:15]([C:19](=[O:20])[OH:21])[s:16][cH:17][cH:18]2)[cH:3][n:4][c:5]2[cH:6][cH:7][cH:8][cH:9][c:10]12.